This data is from the Open Reaction Database (ORD), a public repository of structured organic reaction records. The task is: describe an organic reaction: reactants, conditions, products, and yield Reactants: C(#N)C1=CC=C(C=C1)C1C(CN(CC1)C(=O)OC(C)(C)C)OCC1=CC2=CC=CC=C2C=C1 (tert-butyl (3RS,4RS)-4-(4-cyano-phenyl)-3-(naphthalen-2-ylmethoxy)-piperidine-1-carboxylate). Solvent: O1CCCC1 (tetrahydrofuran), O1CCCC1 (tetrahydrofuran). Yields the product NCC1=CC=C(C=C1)C1C(CN(CC1)C(=O)OC(C)(C)C)OCC1=CC2=CC=CC=C2C=C1 (tert-butyl (3RS,4RS)-4-(4-aminomethyl-phenyl)-3-(naphthalen-2-ylmethoxy)-piperidine-1-carboxylate). The yield is 78.9%. RXN SMILES: [C:1]([C:3]1[CH:8]=[CH:7][C:6]([CH:9]2[CH2:14][CH2:13][N:12]([C:15]([O:17][C:18]([CH3:21])([CH3:20])[CH3:19])=[O:16])[CH2:11][CH:10]2[O:22][CH2:23][C:24]2[CH:33]=[CH:32][C:31]3[C:26](=[CH:27][CH:28]=[CH:29][CH:30]=3)[CH:25]=2)=[CH:5][CH:4]=1)#[N:2]>O1CCCC1>[NH2:2][CH2:1][C:3]1[CH:8]=[CH:7][C:6]([CH:9]2[CH2:14][CH2:13][N:12]([C:15]([O:17][C:18]([CH3:21])([CH3:19])[CH3:20])=[O:16])[CH2:11][CH:10]2[O:22][CH2:23][C:24]2[CH:33]=[CH:32][C:31]3[C:26](=[CH:27][CH:28]=[CH:29][CH:30]=3)[CH:25]=2)=[CH:5][CH:4]=1. Reported procedure: A solution of 133 mg (0.301 mmol) of tert-butyl (3RS,4RS)-4-(4-cyano-phenyl)-3-(naphthalen-2-ylmethoxy)-piperidine-1-carboxylate in 0.5 ml of tetrahydrofuran was treated with 1.5 ml (1.5 mmol) of a 1M borane-tetrahydrofuran complex solution in tetrahydrofuran and the mixture was heated to reflux under argon for 6 hours. The reaction mixture was partitioned between methylene chloride and water, the organic phase was dried over magnesium sulphate and finally the solvent was removed under reduced p... The reactants are Cl[Si](N[Si](C)(C)C)(Cl)Cl (1,1,1-Trichloro-3,3,3-trimethyl disilazane), N1=CC=CC=C1 (pyridine), ClCl (chlorine). Solvent: C(Cl)(Cl)(Cl)Cl (carbon tetrachloride). Reaction conditions: time 4 hour. Yields the product Cl[Si](N([Si](C)(C)C)Cl)(Cl)Cl (1,1,1,2-tetrachloro-3,3,3-trimethyl disilazane). The yield is 75.0%. As a reaction SMILES: [Cl:1][Si:2]([Cl:9])([Cl:8])[NH:3][Si:4]([CH3:7])([CH3:6])[CH3:5].N1C=CC=CC=1.[Cl:16]Cl>C(Cl)(Cl)(Cl)Cl>[Cl:1][Si:2]([Cl:9])([Cl:8])[N:3]([Cl:16])[Si:4]([CH3:7])([CH3:6])[CH3:5]. Procedure details: In accordance with L. P. Filonenko and A. M. Pinchuk in J. Gen. Chem. USSR 49, 302 (1979), 13.8 g (0.063 mol) compound A1 and 5.1 ml (0.063 mol) pyridine are initially introduced into a reaction vessel in 180 ml carbon tetrachloride. 5 g (0.141 mol) chlorine are condensed at -40° C. and transferred to the reaction vessel. After stirring for 4 hours, the precipitate is filtered off and washed and the solvent is distilled off from the combined filtrates. Subsequent fractionation leads to 16.4 g of... Starting materials: FC1=CC=C(C(N)=NO)C=C1 (4-fluorobenzamidoxime), [F-].C(CCC)[N+](CCCC)(CCCC)CCCC (tetrabutylammonium fluoride), C1CCOC1 (THF). Run at time 21 hour. Product: FC1=CC=C(C=C1)C1=NC(=NO1)C1=CC=CC=C1 (5-(4-fluorophenyl)-3-phenyl-1,2,4-oxadiazole). Yield: 61.0%. RXN SMILES: F[C:2]1[CH:11]=[CH:10][C:5]([C:6](=[N:8][OH:9])[NH2:7])=[CH:4][CH:3]=1.[F-:12].C([N+]([CH2:26][CH2:27][CH2:28][CH3:29])(CCCC)CCCC)CCC.[CH2:30]1[CH2:34]OC[CH2:31]1>>[F:12][C:31]1[CH:26]=[CH:27][C:28]([C:29]2[O:9][N:8]=[C:6]([C:5]3[CH:10]=[CH:11][CH:2]=[CH:3][CH:4]=3)[N:7]=2)=[CH:34][CH:30]=1 |f:1.2|. Procedure: Benzyl-O-(4-fluorobenzamidoxime (116 mg, 449 mmol) was placed under nitrogen and THF (5.0 mL) was added. Then tetrabutylammonium fluoride (1.0 M, 450 μL) was added dropwise the solution was stirred at room temperature for 21 hours. The solid residue was purified by column chromatography over silica gel (EtOAc/Hex 1:8) and the product was crystallized from hot hexane to give clear crystals (66 mg, 61%). 1H NMR (300 MHz, CDCL3) δ(ppm): 7.23 (2H, t, J=8.3 Hz), 7.49-7.51 (3H, m), 8.16 (2H, dd, J=2.8... Starting materials: S([O-])(O)=O.[Na+] (sodium bisulfite), FC=1C(=NC(=NC1)SC)N (5-fluoro-2-methylsulfanylpyrimidin-4-ylamine), OOS(=O)[O-].[K+] (OXONE), CO (methyl alcohol). Solvent: O (H2O). Reaction conditions: temperature 10 celsius. Yields the product FC=1C(=NC(=NC1)S(=O)(=O)C)N (5-fluoro-2-methanesulfonylpyrimidin-4-ylamine). Isolated yield 63.0%. As a reaction SMILES: [F:1][C:2]1[C:3]([NH2:10])=[N:4][C:5](SC)=[N:6][CH:7]=1.O[O:12][S:13]([O-:15])=O.[K+].S(=O)(O)[O-].[Na+].[CH3:22]O>O>[F:1][C:2]1[C:3]([NH2:10])=[N:4][C:5]([S:13]([CH3:22])(=[O:15])=[O:12])=[N:6][CH:7]=1 |f:1.2,3.4|. Procedure details: To a solution of 5-fluoro-2-methylsulfanylpyrimidin-4-ylamine (5.02 g, 31.6 mmol) in methyl alcohol (MeOH; 105 mL) was added dropwise a solution of OXONE™ (Registered trademark of E.I. du Pont de Nemours & Co, Inc.; 42.7 g, 69.4 mmol) in H2O (210 mL) over a 20 minute (min) period at −45° C., and the resulting mixture was slowly warmed to 10° C. over a period of 14 h. The mixture was treated with sodium bisulfite (10 g) and the majority of the MeOH was removed on the rotary evaporator. The aqueou... Starting materials: C(C)(=O)C1=NC(=CC=C1)C#N (2-acetyl-6-cyanopyridine), C(C1=CC=CC=C1)=O (benzaldehyde). Product: C1(=CC=CC=C1)C=CC=O (3-phenyl-2-propen-1-one). Reaction SMILES: [C:1]([C:4]1[CH:9]=[CH:8][CH:7]=[C:6]([C:10]#N)N=1)(=[O:3])C.[CH:12](=O)[C:13]1C=CC=CC=1>>[C:8]1([CH:9]=[CH:4][CH:1]=[O:3])[CH:7]=[CH:6][CH:10]=[CH:13][CH:12]=1. Procedure: reacting said 2-acetyl-6-cyanopyridine with a benzaldehyde for a time period and under conditions sufficient to form the corresponding 3-phenyl-2-propen-1-one; and As a reaction SMILES: [Br:1][c:2]1[cH:3][n:4][cH:5][c:6]([Br:7])[cH:8]1.[C:20](=[O:21])([O-:22])[O-:23].[CH3:26][C:27]#[N:28].[CH3:9][O:10][c:11]1[cH:12][cH:13][c:14]([B:17]([OH:18])[OH:19])[cH:15][cH:16]1.[Na+:24].[Na+:25].[cH:29]1[cH:30][cH:31][c:32]([P:33]([Pd:34]([P:35]([c:36]2[cH:37][cH:38][cH:39][cH:40][cH:41]2)([c:42]2[cH:43][cH:44][cH:45][cH:46][cH:47]2)[c:48]2[cH:49][cH:50][cH:51][cH:52][cH:53]2)([P:54]([c:55]2[cH:56][cH:57][cH:58][cH:59][cH:60]2)([c:61]2[cH:62][cH:63][cH:64][cH:65][cH:66]2)[c:67]2[cH:68][cH:69][cH:70][cH:71][cH:72]2)[P:73]([c:74]2[cH:75][cH:76][cH:77][cH:78][cH:79]2)([c:80]2[cH:81][cH:82][cH:83][cH:84][cH:85]2)[c:86]2[cH:87][cH:88][cH:89][cH:90][cH:91]2)([c:92]2[cH:93][cH:94][cH:95][cH:96][cH:97]2)[c:98]2[cH:99][cH:100][cH:101][cH:102][cH:103]2)[cH:104][cH:105]1>>[c:2]1(-[c:14]2[cH:13][cH:12][c:11]([O:10][CH3:9])[cH:16][cH:15]2)[cH:3][n:4][cH:5][c:6]([Br:7])[cH:8]1. Yields the product COc1ccc(-c2cncc(Br)c2)cc1. The reactants are Brc1cncc(Br)c1, O=C([O-])[O-], CC#N, COc1ccc(B(O)O)cc1, [Na+], [Na+], c1ccc(P(c2ccccc2)(c2ccccc2)[Pd](P(c2ccccc2)(c2ccccc2)c2ccccc2)(P(c2ccccc2)(c2ccccc2)c2ccccc2)P(c2ccccc2)(c2ccccc2)c2ccccc2)cc1. Starting materials: crude product, C1(=C(C=CC=C1)CC(=O)OC)C (methyl o-tolylacetate), BrN1C(CCC1=O)=O (N-bromosuccinimide), C(C1=CC=CC=C1)(=O)NO (benzohydroxamic acid), C([O-])([O-])=O.[K+].[K+] (potassium carbonate). Solvent: C(C)#N (acetonitrile). Run at temperature 60 celsius, time 0.5 hour. The product is BrCC1=C(C=CC=C1)CC(=O)OC (methyl o-bromomethylphenylacetate). As a reaction SMILES: C(NO)(=O)C1C=CC=CC=1.C(=O)([O-])[O-].[K+].[K+].[C:17]1([CH3:28])[CH:22]=[CH:21][CH:20]=[CH:19][C:18]=1[CH2:23][C:24]([O:26][CH3:27])=[O:25].[Br:29]N1C(=O)CCC1=O>C(#N)C>[Br:29][CH2:28][C:17]1[CH:22]=[CH:21][CH:20]=[CH:19][C:18]=1[CH2:23][C:24]([O:26][CH3:27])=[O:25] |f:1.2.3|. Procedure: A mixture of 102 g (0.74 mol) of benzohydroxamic acid 2, 111 g (0.80 mol) of pulverised potassium carbonate and 1400 ml of acetonitrile is heated to 60° C. After 0.5 h, 162 g of methyl o-bromomethylphenylacetate 1, which is obtained as 68% crude product from the bromination of methyl o-tolylacetate with N-bromosuccinimide, dissolved in 100 ml of acetonitrile, is added dropwise over 0.5 h at 60° C.-65° C. and the reaction mixture is stirred for 5.5 h at this temperature.